Dataset: the Open Reaction Database (ORD), a public repository of structured organic reaction records. Task: describe an organic reaction: reactants, conditions, products, and yield The reactants are CN(C)C=O, C1CCOC1, Cc1cccc(CCCO)c1O, O=S(Cl)Cl, c1ccncc1. The product is Cc1cccc(CCCCl)c1O. RXN SMILES: [CH3:23][N:24]([CH3:25])[CH:26]=[O:27].[O:28]1[CH2:29][CH2:30][CH2:31][CH2:32]1.[OH:1][CH2:2][CH2:3][CH2:4][c:5]1[c:6]([OH:12])[c:7]([CH3:11])[cH:8][cH:9][cH:10]1.[S:19]([Cl:20])([Cl:21])=[O:22].[cH:13]1[cH:14][cH:15][n:16][cH:17][cH:18]1>>[CH2:2]([CH2:3][CH2:4][c:5]1[c:6]([OH:12])[c:7]([CH3:11])[cH:8][cH:9][cH:10]1)[Cl:21]. Reactants: Cc1nc2c(N)nc3ccccc3c2n1CCCCOCC#Cc1ccccc1, Cc1ccccc1. Product: Cc1nc2c(N)nc3ccccc3c2n1CCCCOCCCc1ccccc1. Reaction SMILES: [CH3:1][c:2]1[n:3]([CH2:16][CH2:17][CH2:18][CH2:19][O:20][CH2:21][C:22]#[C:23][c:24]2[cH:25][cH:26][cH:27][cH:28][cH:29]2)[c:4]2[c:5]([c:6]([NH2:14])[n:7][c:8]3[cH:9][cH:10][cH:11][cH:12][c:13]23)[n:15]1.[CH3:30][c:31]1[cH:32][cH:33][cH:34][cH:35][cH:36]1>>[CH3:1][c:2]1[n:3]([CH2:16][CH2:17][CH2:18][CH2:19][O:20][CH2:21][CH2:22][CH2:23][c:24]2[cH:25][cH:26][cH:27][cH:28][cH:29]2)[c:4]2[c:5]([c:6]([NH2:14])[n:7][c:8]3[cH:9][cH:10][cH:11][cH:12][c:13]23)[n:15]1. Starting materials: [Br-], C1CCOC1, CC(C)[O-], CC(C)[O-], CC(C)[O-], CC(C)[O-], C[Mg+], [Na+], [OH-], [Ti+4], N#Cc1ccoc1. Product: NC1(c2ccoc2)CC1. As a reaction SMILES: [Br-:8].[CH2:13]1[CH2:14][CH2:17][CH2:16][O:15]1.[CH3:18][CH:19]([CH3:20])[O-:21].[CH3:23][CH:24]([CH3:25])[O-:26].[CH3:27][CH:28]([CH3:29])[O-:30].[CH3:31][CH:32]([CH3:33])[O-:34].[CH3:9][Mg+:10].[Na+:12].[OH-:11].[Ti+4:22].[o:1]1[cH:2][c:3]([C:6]#[N:7])[cH:4][cH:5]1>>[o:1]1[cH:2][c:3]([C:6]2([NH2:7])[CH2:13][CH2:14]2)[cH:4][cH:5]1.